This data is from the Open Reaction Database (ORD), a public repository of structured organic reaction records. The task is: describe an organic reaction: reactants, conditions, products, and yield The reactants are C(C(C)C)[Al](CC(C)C)CC(C)C (triisobutylaluminum), C1(=CC=CC=C1)C1=C(C=CC=C1)O (2-phenyl-phenol). The solvent is C1(=CC=CC=C1)C (toluene). The product is C1(=C(C=CC=C1)O[Al](CC(C)C)CC(C)C)C1=CC=CC=C1 ((2-biphenylyloxy)diisobutylaluminum). Reaction SMILES: C([Al:5]([CH2:10][CH:11]([CH3:13])[CH3:12])[CH2:6][CH:7]([CH3:9])[CH3:8])C(C)C.[C:14]1([C:20]2[CH:25]=[CH:24][CH:23]=[CH:22][C:21]=2[OH:26])[CH:19]=[CH:18][CH:17]=[CH:16][CH:15]=1>C1(C)C=CC=CC=1>[C:20]1([C:14]2[CH:15]=[CH:16][CH:17]=[CH:18][CH:19]=2)[CH:25]=[CH:24][CH:23]=[CH:22][C:21]=1[O:26][Al:5]([CH2:6][CH:7]([CH3:8])[CH3:9])[CH2:10][CH:11]([CH3:12])[CH3:13]. Procedure: In a manner analogous to that described in Example 1, 16 g of triisobutylaluminum and 13.72 g of 2-phenyl-phenol are reacted in absolute toluene to afford (2-biphenylyloxy)diisobutylaluminum and this is then reacted with 20.52 g of pyridine-N-oxide-2-thiol to yield the title compound. The isolation of the product is carried out in an analogous manner. The yield of (2-biphenylyloxy)bis(2-pyridinethiolato)aluminum N,N'-dioxide, an almost white powder, is 33.4 g, about 92.5% of theory. Upon heating... Starting materials: ClCCl, Cn1nc(-n2ncc([N+](=O)[O-])c2N)cc1OC(F)F, O=S(=O)(Cl)Cl. Yields the product Cn1nc(-n2ncc([N+](=O)[O-])c2N)c(Cl)c1OC(F)F. RXN SMILES: [CH2:25]([Cl:26])[Cl:27].[NH2:1][c:2]1[c:3]([N+:17](=[O:18])[O-:19])[cH:4][n:5][n:6]1-[c:7]1[n:8][n:9]([CH3:16])[c:10]([O:12][CH:13]([F:14])[F:15])[cH:11]1.[S:20]([Cl:21])(=[O:22])([Cl:23])=[O:24]>>[NH2:1][c:2]1[c:3]([N+:17](=[O:18])[O-:19])[cH:4][n:5][n:6]1-[c:7]1[n:8][n:9]([CH3:16])[c:10]([O:12][CH:13]([F:14])[F:15])[c:11]1[Cl:23]. Starting materials: CC(C(=O)O)=CCCC(=CCCC(=CCCC(=CCCC(=CCCC(C)=O)C)C)C)C (2,6,10,14,18-pentamethyl-22-oxo-2,6,10,14,18-tricosapentaenoic acid), C(C)(C)(C)NCC (tert-butylethylamine). The product is CC(C(=O)NC(C)(C)C)=CCCC(=CCCC(=CCCC(=CCCC(=CCCC(C)=O)C)C)C)C (N-(2,6,10,14,18-pentamethyl-22-oxo-2,6,10,14,18-tricosapentaenoyl)-tert-butylamine). RXN SMILES: [CH3:1][C:2](=[CH:6][CH2:7][CH2:8][C:9]([CH3:31])=[CH:10][CH2:11][CH2:12][C:13]([CH3:30])=[CH:14][CH2:15][CH2:16][C:17]([CH3:29])=[CH:18][CH2:19][CH2:20][C:21]([CH3:28])=[CH:22][CH2:23][CH2:24][C:25](=[O:27])[CH3:26])[C:3]([OH:5])=O.[C:32]([NH:36]CC)([CH3:35])([CH3:34])[CH3:33]>>[CH3:1][C:2](=[CH:6][CH2:7][CH2:8][C:9]([CH3:31])=[CH:10][CH2:11][CH2:12][C:13]([CH3:30])=[CH:14][CH2:15][CH2:16][C:17]([CH3:29])=[CH:18][CH2:19][CH2:20][C:21]([CH3:28])=[CH:22][CH2:23][CH2:24][C:25](=[O:27])[CH3:26])[C:3]([NH:36][C:32]([CH3:35])([CH3:34])[CH3:33])=[O:5]. Procedure: Starting materials: 2,6,10,14,18-pentamethyl-22-oxo-2,6,10,14,18-tricosapentaenoic acid and tert-butylethylamine. Reactants: L-Lysine-2, Cl (HCl), O (water), Cl (HCl), Cl (HCl), Cl (hydrochloric acid), Cl (HCl), Cl.N[C@@H](CCCCN)C(=O)O (L-Lysine HCl). The solvent is CO (methanol). Conditions: time 15 minute. The product is N[C@@H](CCCCN)C(=O)O (L-Lysine). RXN SMILES: Cl.Cl.[NH2:3][C@H:4]([C:10]([OH:12])=[O:11])[CH2:5][CH2:6][CH2:7][CH2:8][NH2:9].O>CO>[NH2:3][C@H:4]([C:10]([OH:12])=[O:11])[CH2:5][CH2:6][CH2:7][CH2:8][NH2:9] |f:1.2|. Procedure: The use of the L-ACL transition metal complex as neutralizing agent is shown in this example. L-ACL. HCl, 165 g (1 mol) was heated in an autoclave at 141°C. with 2 mols of 4N hydrochloric acid (500 ml. ). After 15 minutes, 91 percent of L-ACL. HCl had been converted to L-Lysine-2. HCl. The reaction mixture was subjected to distillation in order to eliminate excess HCl. The residue, containing 199 g (0.91 mol) L-Lysine HCl and 14.8 g (0.09 mol) L-ACL. HCl in about 330 ml. water, was mixed with 10...